Dataset: the Open Reaction Database (ORD), a public repository of structured organic reaction records. Task: describe an organic reaction: reactants, conditions, products, and yield The reactants are ClC1=NC(=NC(=C1CCCl)C1=CC(=CC=C1)OC)N1CCOCC1 (4-[4-chloro-5-(2-chloroethyl)-6-(3-methoxyphenyl)-pyrimidin-2-yl]-morpholine), NCCCO (3-aminopropane-1-ol). Reported procedure: In the same manner as Example 1-A-01, from 4-[4-chloro-5-(2-chloroethyl)-6-(3-methoxyphenyl)-pyrimidin-2-yl]-morpholine and 3-aminopropane-1-ol, the desired compound was obtained. Yields the product COC=1C=C(C=CC1)C=1C2=C(N=C(N1)N1CCOCC1)N(CC2)CCCO (3-[4-(3-Methoxy-phenyl)-2-morpholin-4-yl-5,6-dihydro-pyrrolo[2,3-d]pyrimidin-7-yl]-propan-1-ol). Reaction SMILES: Cl[C:2]1[C:7]([CH2:8][CH2:9]Cl)=[C:6]([C:11]2[CH:16]=[CH:15][CH:14]=[C:13]([O:17][CH3:18])[CH:12]=2)[N:5]=[C:4]([N:19]2[CH2:24][CH2:23][O:22][CH2:21][CH2:20]2)[N:3]=1.[NH2:25][CH2:26][CH2:27][CH2:28][OH:29]>>[CH3:18][O:17][C:13]1[CH:12]=[C:11]([C:6]2[C:7]3[CH2:8][CH2:9][N:25]([CH2:26][CH2:27][CH2:28][OH:29])[C:2]=3[N:3]=[C:4]([N:19]3[CH2:24][CH2:23][O:22][CH2:21][CH2:20]3)[N:5]=2)[CH:16]=[CH:15][CH:14]=1. The reactants are C(C1=CC=CC=C1)N1C(=C(C2=CC=C(C=C12)O)C(=O)NCC1=CC(=C(C=C1)F)F)C(C)C (1-benzyl-N-(3,4-difluorobenzyl)-6-hydroxy-2-isopropyl-1H-indole-3-carboxamide), C(C1=CC=CC=C1)N1C(=C(C2=CC=C(C=C12)O)C(=O)NCC1=CC(=C(C=C1)F)F)C(C)C (1-benzyl-N-(3,4-difluorobenzyl)-6-hydroxy-2-isopropyl-1H-indole-3-carboxamide), C(=O)([O-])[O-].[K+].[K+] (K2CO3), IC(C)C (2-iodopropane). Run in CN(C)C=O (DMF). Product: C(C1=CC=CC=C1)N1C(=C(C2=CC=C(C=C12)OC(C)C)C(=O)NCC1=CC(=C(C=C1)F)F)C(C)C (1-Benzyl-N-(3,4-difluorobenzyl)-6-isopropoxy-2-isopropyl-1H-indole-3-carboxamide). As a reaction SMILES: [CH2:1]([N:8]1[C:16]2[C:11](=[CH:12][CH:13]=[C:14]([OH:17])[CH:15]=2)[C:10]([C:18]([NH:20][CH2:21][C:22]2[CH:27]=[CH:26][C:25]([F:28])=[C:24]([F:29])[CH:23]=2)=[O:19])=[C:9]1[CH:30]([CH3:32])[CH3:31])[C:2]1[CH:7]=[CH:6][CH:5]=[CH:4][CH:3]=1.C([O-])([O-])=O.[K+].[K+].I[CH:40]([CH3:42])[CH3:41]>CN(C=O)C>[CH2:1]([N:8]1[C:16]2[C:11](=[CH:12][CH:13]=[C:14]([O:17][CH:40]([CH3:42])[CH3:41])[CH:15]=2)[C:10]([C:18]([NH:20][CH2:21][C:22]2[CH:27]=[CH:26][C:25]([F:28])=[C:24]([F:29])[CH:23]=2)=[O:19])=[C:9]1[CH:30]([CH3:32])[CH3:31])[C:2]1[CH:7]=[CH:6][CH:5]=[CH:4][CH:3]=1 |f:1.2.3|. Procedure: Following General Procedure A, 1-benzyl-N-(3,4-difluorobenzyl)-6-hydroxy-2-isopropyl-1H-indole-3-carboxamide (Compound 8, 8.0 mg, 0.018 mmol) in DMF (1.0 ml) was reacted with K2CO3 (8.0 mg, 0.055 mmol) and 2-iodopropane (9.0 μl, 0.092 mmol) to yield the title compound as a white solid.